describe an organic reaction: reactants, conditions, products, and yield From a dataset of the Open Reaction Database (ORD), a public repository of structured organic reaction records. Reactants: COc1ccc2c(OCCn3cc(-c4cccc(CNC(=O)OC(C)(C)C)c4)ccc3=O)ccnc2c1, CCOC(C)=O, Cl. Product: COc1ccc2c(OCCn3cc(-c4cccc(CN)c4)ccc3=O)ccnc2c1. As a reaction SMILES: [CH3:1][O:2][c:3]1[cH:4][cH:5][c:6]2[c:7]([O:13][CH2:14][CH2:15][n:16]3[cH:17][c:18](-[c:23]4[cH:24][c:25]([CH2:29][NH:30][C:31](=[O:32])[O:33][C:34]([CH3:35])([CH3:36])[CH3:37])[cH:26][cH:27][cH:28]4)[cH:19][cH:20][c:21]3=[O:22])[cH:8][cH:9][n:10][c:11]2[cH:12]1.[CH3:39][CH2:40][O:41][C:42]([CH3:43])=[O:44].[ClH:38]>>[CH3:1][O:2][c:3]1[cH:4][cH:5][c:6]2[c:7]([O:13][CH2:14][CH2:15][n:16]3[cH:17][c:18](-[c:23]4[cH:24][c:25]([CH2:29][NH2:30])[cH:26][cH:27][cH:28]4)[cH:19][cH:20][c:21]3=[O:22])[cH:8][cH:9][n:10][c:11]2[cH:12]1. Starting materials: CC(C)(C)CC(C)(C)NS(=O)(=O)C=Cc1ccccc1Cl, ClCCl, O=C(O)C(F)(F)F. The product is NS(=O)(=O)C=Cc1ccccc1Cl. Reaction SMILES: [CH3:1][C:2]([CH3:3])([CH2:4][C:5]([CH3:6])([CH3:7])[CH3:8])[NH:9][S:10](=[O:11])(=[O:12])[CH:13]=[CH:14][c:15]1[c:16]([Cl:21])[cH:17][cH:18][cH:19][cH:20]1.[Cl:29][CH2:30][Cl:31].[OH:22][C:23]([C:24]([F:25])([F:26])[F:27])=[O:28]>>[NH2:9][S:10](=[O:11])(=[O:12])[CH:13]=[CH:14][c:15]1[c:16]([Cl:21])[cH:17][cH:18][cH:19][cH:20]1. Starting materials: [N+](=O)([O-])C1=CC=C2C(NC(=NC2=C1)C1=C(C=CC=C1)OCCC)=O (7-nitro-2-(2-propoxyphenyl)-4(3H)-quinazolinone), C(=O)[O-].[NH4+] (ammonium formate). Reagents/catalysts: [Pd] (Pd/C). Run in CO (methanol). Product: NC1=CC=C2C(NC(=NC2=C1)C1=C(C=CC=C1)OCCC)=O (7-amino-2-(2-propoxyphenyl)-4(3H)-quinazolinone). As a reaction SMILES: [N+:1]([C:4]1[CH:13]=[C:12]2[C:7]([C:8](=[O:24])[NH:9][C:10]([C:14]3[CH:19]=[CH:18][CH:17]=[CH:16][C:15]=3[O:20][CH2:21][CH2:22][CH3:23])=[N:11]2)=[CH:6][CH:5]=1)([O-])=O.C([O-])=O.[NH4+]>CO.[Pd]>[NH2:1][C:4]1[CH:13]=[C:12]2[C:7]([C:8](=[O:24])[NH:9][C:10]([C:14]3[CH:19]=[CH:18][CH:17]=[CH:16][C:15]=3[O:20][CH2:21][CH2:22][CH3:23])=[N:11]2)=[CH:6][CH:5]=1 |f:1.2|. Procedure: A stirred solution of 7-nitro-2-(2-propoxyphenyl)-4(3H)-quinazolinone (3.0 g) in dry methanol (450 ml) was treated sequentially under a carbon dioxide atmosphere with 5% Pd/C(1.5 g) and anhydrous ammonium formate (2.8 g). After 60 minutes solids were removed by filtration and the filtrate evaporated to dryness. The residue was partitioned between water and dichloromethane, the organic layer separated, dried (magnesium sulphate) and evaporated. The residue was recrystallized from diethyl ether-pe... The reactants are CO, [OH-], COC(=O)c1ccc(OC(Cn2ccnc2)c2ccc(F)cc2)cc1-c1ccc(F)cc1. The product is O=C(O)c1ccc(OC(Cn2ccnc2)c2ccc(F)cc2)cc1-c1ccc(F)cc1. Reaction SMILES: [CH3:34][OH:35].[OH-:33].[n:1]1([CH2:6][CH:7]([O:8][c:9]2[cH:10][c:11](-[c:19]3[cH:20][cH:21][c:22]([F:25])[cH:23][cH:24]3)[c:12]([C:13](=[O:14])[O:15][CH3:16])[cH:17][cH:18]2)[c:26]2[cH:27][cH:28][c:29]([F:32])[cH:30][cH:31]2)[cH:2][n:3][cH:4][cH:5]1>>[n:1]1([CH2:6][CH:7]([O:8][c:9]2[cH:10][c:11](-[c:19]3[cH:20][cH:21][c:22]([F:25])[cH:23][cH:24]3)[c:12]([C:13](=[O:14])[OH:15])[cH:17][cH:18]2)[c:26]2[cH:27][cH:28][c:29]([F:32])[cH:30][cH:31]2)[cH:2][n:3][cH:4][cH:5]1. Reactants: [Cl-].[NH4+] (ammonium chloride), C(C)(=O)OC1=CC=C(C=C1)CC(=O)N1C(C2=CC(=C(C=C2CC1)OC)OC)C (N-(4-acetoxyphenylacetyl)-1,2,3,4-tetrahydro-6,7-dimethoxy-1-methylisoquinoline), [H-].[Al+3].[Li+].[H-].[H-].[H-] (lithium aluminum hydride). Run in O1CCCC1 (tetrahydrofuran), O1CCCC1 (tetrahydrofuran). Reaction conditions: time 24 hour. Yields the product hydrochloride salt, Cl.OC1=CC=C(CCN2C(C3=CC(=C(C=C3CC2)OC)OC)C)C=C1 (N-(4-hydroxyphenethyl)-1,2,3,4-tetrahydro-6,7-dimethoxy-1-methylisoquinoline hydrochloride). Yield: 77.0%. RXN SMILES: C([O:4][C:5]1[CH:10]=[CH:9][C:8]([CH2:11][C:12]([N:14]2[CH2:23][CH2:22][C:21]3[C:16](=[CH:17][C:18]([O:26][CH3:27])=[C:19]([O:24][CH3:25])[CH:20]=3)[CH:15]2[CH3:28])=O)=[CH:7][CH:6]=1)(=O)C.[H-].[Al+3].[Li+].[H-].[H-].[H-].[Cl-:35].[NH4+]>O1CCCC1>[ClH:35].[OH:4][C:5]1[CH:6]=[CH:7][C:8]([CH2:11][CH2:12][N:14]2[CH2:23][CH2:22][C:21]3[C:16](=[CH:17][C:18]([O:26][CH3:27])=[C:19]([O:24][CH3:25])[CH:20]=3)[CH:15]2[CH3:28])=[CH:9][CH:10]=1 |f:1.2.3.4.5.6,7.8,10.11|. Procedure details: A solution of N-(4-acetoxyphenylacetyl)-1,2,3,4-tetrahydro-6,7-dimethoxy-1-methylisoquinoline (33.0 g, 0.086 m) in 50 ml of tetrahydrofuran was added dropwise to a stirred suspension of lithium aluminum hydride (8.8 g, 0.233 m) in 500 ml dry tetrahydrofuran maintained under nitrogen. The mixture was stirred at ambient temperature for 24 hours, then cooled with an ice bath and carefully treated with 24 ml of a saturated ammonium chloride solution. The salts were removed by filtration, the filtrat... Starting materials: C(#N)CC=1SC=C(N1)C1=C(N=C(S1)NC(CCC(=O)OC(C)(C)C)=O)C (Tert-butyl 4-{[2-(cyanomethyl)-4′-methyl-4,5′-bi-1,3-thiazol-2′-yl]amino}-4-oxobutanoate), C(#N)CC=1SC=C(N1)C1=C(N=C(S1)NC(CCC(=O)OC(C)(C)C)=O)C (tert-Butyl 4-{[2-(cyanomethyl)-4′-methyl-4,5′-bi-1,3-thiazol-2′-yl]amino}-4-oxobutanoate), FC(C(=O)O)(F)F (Trifluoroacetic acid). The solvent is C(Cl)Cl (DCM). The product is C(#N)CC=1SC=C(N1)C1=C(N=C(S1)NC(CCC(=O)O)=O)C (4-{[2-(cyanomethyl)-4′-methyl-4,5′-bi-1,3-thiazol-2′-yl]amino}-4-oxobutanoic acid). As a reaction SMILES: [C:1]([CH2:3][C:4]1[S:5][CH:6]=[C:7]([C:9]2[S:13][C:12]([NH:14][C:15](=[O:25])[CH2:16][CH2:17][C:18]([O:20]C(C)(C)C)=[O:19])=[N:11][C:10]=2[CH3:26])[N:8]=1)#[N:2].FC(F)(F)C(O)=O>C(Cl)Cl>[C:1]([CH2:3][C:4]1[S:5][CH:6]=[C:7]([C:9]2[S:13][C:12]([NH:14][C:15](=[O:25])[CH2:16][CH2:17][C:18]([OH:20])=[O:19])=[N:11][C:10]=2[CH3:26])[N:8]=1)#[N:2]. Reported procedure: Tert-butyl 4-{[2-(cyanomethyl)-4′-methyl-4,5′-bi-1,3-thiazol-2′-yl]amino}-4-oxobutanoate, Compound (58), (63 mg; 0.16 mmol; 1 eq.), is dissolved in DCM (3 ml). Trifluoroacetic acid (0.16 ml; 2.09 mmol; 13 eq) is added dropwise and the reaction mixture is stirred at RT. The solvents are evaporated and the crude product is purified by preparative HPLC, affording Compound (63) as a white-off solid (54 mg; 29%). The reactants are CCOC(C)=O, CC(=O)O, Clc1cccnc1Cl, [H-], [Na+], c1ccc2c(c1)NCCO2, C1=Cc2ccccc2ON1, C1COCCO1. Product: Clc1cccnc1N1CCOc2ccccc21. RXN SMILES: [CH3:37][CH2:38][O:39][C:40](=[O:41])[CH3:42].[CH3:43][C:44](=[O:45])[OH:46].[Cl:11][c:12]1[n:13][cH:14][cH:15][cH:16][c:17]1[Cl:18].[H-:20].[Na+:19].[O:1]1[CH2:2][CH2:3][NH:4][c:5]2[c:6]1[cH:7][cH:8][cH:9][cH:10]2.[O:21]1[c:22]2[cH:23][cH:24][cH:25][cH:26][c:27]2[CH:28]=[CH:29][NH:30]1.[O:31]1[CH2:32][CH2:33][O:34][CH2:35][CH2:36]1>>[O:1]1[CH2:2][CH2:3][N:4]([c:12]2[n:13][cH:14][cH:15][cH:16][c:17]2[Cl:18])[c:5]2[c:6]1[cH:7][cH:8][cH:9][cH:10]2. Starting materials: ClC1=CC=C(N=N1)N (6-Chloro-pyridazin-3-ylamine), S(=O)(=O)(C1=CC=C(C)C=C1)Cl (TsCl). Solvent: N1=CC=CC=C1 (pyridine). Run at temperature 85 celsius. Product: ClC1=CC=C(N=N1)NS(=O)(=O)C1=CC=C(C=C1)C (N-(6-chloropyridazin-3-yl)-4-methylbenzenesulfonamide). Yield: 26.1%. Reaction SMILES: [Cl:1][C:2]1[N:7]=[N:6][C:5]([NH2:8])=[CH:4][CH:3]=1.[S:9](Cl)([C:12]1[CH:18]=[CH:17][C:15]([CH3:16])=[CH:14][CH:13]=1)(=[O:11])=[O:10]>N1C=CC=CC=1>[Cl:1][C:2]1[N:7]=[N:6][C:5]([NH:8][S:9]([C:12]2[CH:18]=[CH:17][C:15]([CH3:16])=[CH:14][CH:13]=2)(=[O:11])=[O:10])=[CH:4][CH:3]=1. Procedure: 6-Chloro-pyridazin-3-ylamine (7 g, 54 mmol) was taken up in pyridine (54 mL) and TsCl (11.34 g, 59 mmol) was added. The solution was heated at 80-90° C. for 24 h. The solution was concentrated and the residue was diluted with water and extracted with ethyl acetate. The organic layer was washed with brine (2×50 mL), dried over sodium sulfate and concentrated. Purification by silica gel chromatography (ethyl acetate/hexane) afforded the title compound (4 g, 26%). 1H NMR (DMSO-d6, 300 MHz): δ 2.4 (... The reactants are COC(C(CC1CCCC1)N1N=CC(=CC1=O)I)=O (3-cyclopentyl-2-(4-iodo-6-oxo-6H-pyridazin-1-yl)-propionic acid methyl ester), COC(C(CC(C)C)Br)=O (2-bromo-4-methyl-pentanoic acid methyl ester), COC(C(CC(C)C)Br)=O (2-bromo-4-methyl-pentanoic acid methyl ester), IC1=CC(NN=C1)=O (5-iodo-2H-pyridazin-3-one), IC1=CC(NN=C1)=O (5-iodo-2H-pyridazin-3-one). Procedure details: In an analogous manner to the stepwise sequence outlined in Intermediate 73, starting from 5-iodo-2H-pyridazin-3-one (Intermediate 18, Step 1) and 2-bromo-4-methyl-pentanoic acid methyl ester (Intermediate 11) afforded 2-(4-iodo-6-oxo-6H-pyridazin-1-yl)-4-methyl-pentanoic acid methyl ester which was reacted in an analogous manner to the reaction outlined in Intermediate 85 to afford 2-(4-iodo-6-oxo-6H-pyridazin-1-yl)-4-methyl-pentanoic acid as a white solid (1.93 g, 91% for the final step); ES+-... The product is COC(C(CC(C)C)N1N=CC(=CC1=O)I)=O (2-(4-iodo-6-oxo-6H-pyridazin-1-yl)-4-methyl-pentanoic acid methyl ester). RXN SMILES: [CH3:1][O:2][C:3](=[O:19])[CH:4]([N:11]1[C:16](=[O:17])[CH:15]=[C:14]([I:18])[CH:13]=[N:12]1)[CH2:5][CH:6]1[CH2:10]CC[CH2:7]1.IC1C=NNC(=O)C=1.COC(=O)C(Br)CC(C)C>>[CH3:1][O:2][C:3](=[O:19])[CH:4]([N:11]1[C:16](=[O:17])[CH:15]=[C:14]([I:18])[CH:13]=[N:12]1)[CH2:5][CH:6]([CH3:10])[CH3:7].